From a dataset of the Open Reaction Database (ORD), a public repository of structured organic reaction records. describe an organic reaction: reactants, conditions, products, and yield The reactants are C(C)OC(C=CC1=C(C=CC(=C1)C)OC1OCCCC1)=O (3-[5-methyl-2-(tetrahydro-pyran-2-yloxy)-phenyl]-acrylic acid ethyl ester), C1(=CC=C(C=C1)S(=O)(=O)O)C (p-toluenesulfonic acid). Solvent: C(C)O (ethanol). Yields the product C(C)OC(\C=C\C1=C(C=CC(=C1)C)O)=O ((E)-3-(2-Hydroxy-5-methyl-phenyl)-acrylic acid ethyl ester). Yield: 71.0%. Reaction SMILES: [CH2:1]([O:3][C:4](=[O:21])[CH:5]=[CH:6][C:7]1[CH:12]=[C:11]([CH3:13])[CH:10]=[CH:9][C:8]=1[O:14]C1CCCCO1)[CH3:2].C1(C)C=CC(S(O)(=O)=O)=CC=1>C(O)C>[CH2:1]([O:3][C:4](=[O:21])/[CH:5]=[CH:6]/[C:7]1[CH:12]=[C:11]([CH3:13])[CH:10]=[CH:9][C:8]=1[OH:14])[CH3:2]. Procedure: A solution of 193.7 g 3-[5-methyl-2-(tetrahydro-pyran-2-yloxy)-phenyl]-acrylic acid ethyl ester (Bunce, R., Moore, J., Org. Prep. Proc., 29(3), 293 (1997)) and 2 g p-toluenesulfonic acid in 2.5 l of ethanol was stirred at room temperature for 24 hours. Then the reaction mixture was concentrated and the residue was diluted with ether, washed with saturated sodium bicarbonate and brine, dried and evaporated to dryness. The resulting yellow solid was recrystallized to yield 97.7 g of colourless cry... Reactants: C(C)(=O)S[C@H](CCC(=O)O)CO[Si](C1=CC=CC=C1)(C1=CC=CC=C1)C(C)(C)C (4-(R)-(acetylthio)-5-[(tert-butyldiphenylsilyl)oxy]pentanoic acid), [H-].C(C(C)C)[Al+]CC(C)C (diisobutylaluminum hydride), methyl ester, aldehyde, [S] (sulfur), C(C)(=O)OC(C)=O (acetic anhydride). Solvent: C1(=CC=CC=C1)C (toluene), N1=CC=CC=C1 (pyridine). The product is C(C)(=O)OC1CC[C@@H](S1)CO[Si](C1=CC=CC=C1)(C1=CC=CC=C1)C(C)(C)C (1-O-acetyl-5-O-(tert-butyldiphenylsilyl)-2,3-dideoxy-4-thio-L-ribofuranose). As a reaction SMILES: [C:1]([S:4][C@@H:5]([CH2:11][O:12][Si:13]([C:26]([CH3:29])([CH3:28])[CH3:27])([C:20]1[CH:25]=[CH:24][CH:23]=[CH:22][CH:21]=1)[C:14]1[CH:19]=[CH:18][CH:17]=[CH:16][CH:15]=1)[CH2:6]CC(O)=O)(=[O:3])[CH3:2].[H-].C([Al+]CC(C)C)C(C)C.[S].[C:41](OC(=O)C)(=[O:43])[CH3:42]>C1(C)C=CC=CC=1.N1C=CC=CC=1>[C:41]([O:3][CH:1]1[S:4][C@@H:5]([CH2:11][O:12][Si:13]([C:26]([CH3:27])([CH3:29])[CH3:28])([C:14]2[CH:19]=[CH:18][CH:17]=[CH:16][CH:15]=2)[C:20]2[CH:25]=[CH:24][CH:23]=[CH:22][CH:21]=2)[CH2:6][CH2:2]1)(=[O:43])[CH3:42] |f:1.2,^3:39|. Reported procedure: D-glutamic acid (1) was treated with sodium nitrite in hydrochloric acid to produce (R)-1,4-butyrolactone-4-carboxylic acid (2). Compound 2 was then reduced by borane-dimethyl sulfide complex in THF to give the corresponding (R)-4-(hydroxymethyl)-4-butyrolactone (4), which was subsequently treated with tert-butyldiphenylsilyl chloride in methylene chloride using imidazole as a catalyst to afford (R)-5-O-tert-butyldiphenylsilyl-4-hydroxymethyl-1,4-butyrolactone (53). The protected lactone 53 was ... Reactants: ClC1=CC2=C(OC3=C(CN2C(=O)NN)C=CC=C3)C=C1 (8-chlorodibenz[b,f][1,41oxazepine-10(11H)-carboxylic acid, hydrazide), C(C)(=O)OCC (ethyl acetate), saturated solution, KHCO3, N1=CC(=CC=C1)C=CC(=O)O (3-(3-pyridyl) acrylic acid), C(C)(C)N(C(C)C)CC (N,N-diisopropylethylamine), N,N-dimethylaminopropylethylcarbodiimide hydrochloride. The solvent is CN(C=O)C (dimethyl formamide). The product is O=C(\C=C\C=1C=NC=CC1)NNC(=O)N1C2=C(OC3=C(C1)C=CC=C3)C=CC(=C2)Cl (8-chlorodibenz[b,f][1,4]oxazepine-10 (11H)-carboxylic acid, 2-[1-oxo-3-(3-pyridinyl)-2E-propenyl]hydrazide). RXN SMILES: [Cl:1][C:2]1[CH:20]=[CH:19][C:5]2[O:6][C:7]3[CH:18]=[CH:17][CH:16]=[CH:15][C:8]=3[CH2:9][N:10]([C:11]([NH:13][NH2:14])=[O:12])[C:4]=2[CH:3]=1.[N:21]1[CH:26]=[CH:25][CH:24]=[C:23]([CH:27]=[CH:28][C:29](O)=[O:30])[CH:22]=1.C(N(CC)C(C)C)(C)C.C(OCC)(=O)C>CN(C)C=O>[O:30]=[C:29]([NH:14][NH:13][C:11]([N:10]1[CH2:9][C:8]2[CH:15]=[CH:16][CH:17]=[CH:18][C:7]=2[O:6][C:5]2[CH:19]=[CH:20][C:2]([Cl:1])=[CH:3][C:4]1=2)=[O:12])/[CH:28]=[CH:27]/[C:23]1[CH:22]=[N:21][CH:26]=[CH:25][CH:24]=1. Procedure details: To a stirring solution of 2.82 g (9.7 mmol) of 8-chlorodibenz[b,f][1,41oxazepine-10(11H)-carboxylic acid, hydrazide (1), prepared as described above in Example 1, in 25 mL of dimethyl formamide (DMF) cooled in an ice bath was added 1.54 g (9.7 mmol) of 3-(3-pyridyl) acrylic acid. To the heterogenous mixture was added 1.74 mL (10 mmol) of N,N-diisopropylethylamine and 1.92 g (10 mmol) of N,N-dimethylaminopropylethylcarbodiimide hydrochloride. The reaction was stirred over night at ambient tempera...